Dataset: the Open Reaction Database (ORD), a public repository of structured organic reaction records. Task: describe an organic reaction: reactants, conditions, products, and yield Starting materials: C(C)(=O)OCC (ethyl acetate), COC(=O)C1=C(N=CO1)N1N=C(NC1=O)C(C1=C(C(=CC(=C1)OC)OCCO[Si](C(C)C)(C(C)C)C(C)C)F)NC1=CC(=C(C=C1)C#N)CNC(=O)OC(C)(C)C (4-(3-{[3-(t-butoxycarbonylaminomethyl)-4-cyanophenylamino]-[2-fluoro-5-methoxy-3-(2-triisopropylsilanyloxyethoxy)phenyl]methyl}-5-oxo-4,5-dihydro-[1,2,4]triazol-1-yl)oxazole-5-carboxylic acid methyl ester), C1CCOC1 (THF), C1CCOC1 (THF), [F-].C(CCC)[N+](CCCC)(CCCC)CCCC (tetrabutylammonium fluoride). Solvent: O (water). Reaction conditions: time 3 hour. Yields the product COC(=O)C1=C(N=CO1)N1N=C(NC1=O)C(C1=C(C(=CC(=C1)OC)OCCO)F)NC1=CC(=C(C=C1)C#N)CNC(=O)OC(C)(C)C (4-(3-{[3-(t-Butoxycarbonylaminomethyl)-4-cyanophenylamino]-[2-fluoro-3-(2-hydroxyethoxy)-5-methoxyphenyl]methyl}-5-oxo-4,5-dihydro-[1,2,4]triazol-1-yl)oxazole-5-carboxylic Acid Methyl Ester). Yield: 117.9%. As a reaction SMILES: [CH3:1][O:2][C:3]([C:5]1[O:9][CH:8]=[N:7][C:6]=1[N:10]1[C:14](=[O:15])[NH:13][C:12]([CH:16]([NH:40][C:41]2[CH:46]=[CH:45][C:44]([C:47]#[N:48])=[C:43]([CH2:49][NH:50][C:51]([O:53][C:54]([CH3:57])([CH3:56])[CH3:55])=[O:52])[CH:42]=2)[C:17]2[CH:22]=[C:21]([O:23][CH3:24])[CH:20]=[C:19]([O:25][CH2:26][CH2:27][O:28][Si](C(C)C)(C(C)C)C(C)C)[C:18]=2[F:39])=[N:11]1)=[O:4].C1COCC1.[F-].C([N+](CCCC)(CCCC)CCCC)CCC.C(OCC)(=O)C>O>[CH3:1][O:2][C:3]([C:5]1[O:9][CH:8]=[N:7][C:6]=1[N:10]1[C:14](=[O:15])[NH:13][C:12]([CH:16]([NH:40][C:41]2[CH:46]=[CH:45][C:44]([C:47]#[N:48])=[C:43]([CH2:49][NH:50][C:51]([O:53][C:54]([CH3:57])([CH3:56])[CH3:55])=[O:52])[CH:42]=2)[C:17]2[CH:22]=[C:21]([O:23][CH3:24])[CH:20]=[C:19]([O:25][CH2:26][CH2:27][OH:28])[C:18]=2[F:39])=[N:11]1)=[O:4] |f:2.3|. Reported procedure: To a mixture of 4-(3-{[3-(t-butoxycarbonylaminomethyl)-4-cyanophenylamino]-[2-fluoro-5-methoxy-3-(2-triisopropylsilanyloxyethoxy)phenyl]methyl}-5-oxo-4,5-dihydro-[1,2,4]triazol-1-yl)oxazole-5-carboxylic acid methyl ester (41.1 mg) and THF (2 mL) there was added a 1M THF solution of tetrabutylammonium fluoride (0.100 mL). The mixture was stirred for 3 hours, and then ethyl acetate (30 mL) and water (15 mL) were added. The mixture was sufficiently shaken, and then the organic layer was separated o... Reactants: C(C)(C)(C)OC(C1=CC(=C(C(=C1)C)O)CC)=O (3-Ethyl-4-hydroxy-5-methyl-benzoic acid tert-butyl ester), C(C)C1=C(OC[C@H](CNC(CO)=O)O)C(=CC(=C1)C(NO)=N)C (N—((S)-3-[2-ethyl-4-(N-hydroxycarbamimidoyl)-6-methyl-phenoxy]-2-hydroxy-propyl)-2-hydroxy-acetamide), C(C)(C)(C)OC(C1=CC(=C(C(=C1)C)OCC(CNC(CO)=O)O)CC)=O (3-ethyl-4-[2-hydroxy-3-(2-hydroxy-acetylamino)-propoxy]-5-methyl-benzoic acid tert. butyl ester), C(C)(C)(C)OC(C1=CC(=C(C(=C1)C)OCC(CNC(CO)=O)O)CC)=O (3-ethyl-4-[2-hydroxy-3-(2-hydroxy-acetylamino)-propoxy]-5-methyl-benzoic acid tert. butyl ester), NC[C@@H](COC1=C(C=C(C#N)C=C1C)CC)O ((S)-4-(3-amino-2-hydroxypropoxy)-3-ethyl-5-methylbenzonitrile). Solvent: C(Cl)Cl (DCM), C(=O)(C(F)(F)F)O (TFA). Reaction conditions: time 2 hour. Product: C(C)C=1C=C(C(=O)O)C=C(C1OC[C@H](CNC(CO)=O)O)C ((S)-3-Ethyl-4-[2-hydroxy-3-(2-hydroxy-acetylamino)-propoxy]-5-methyl-benzoic acid). Reaction SMILES: C(OC(=O)C1C=C(C)C(O)=C(CC)C=1)(C)(C)C.C([O:22][C:23](=[O:43])[C:24]1[CH:29]=[C:28]([CH3:30])[C:27]([O:31][CH2:32][CH:33]([OH:40])[CH2:34][NH:35][C:36](=[O:39])[CH2:37][OH:38])=[C:26]([CH2:41][CH3:42])[CH:25]=1)(C)(C)C.NC[C@H](O)COC1C(C)=CC(C#N)=CC=1CC.C(C1C=C(C(=N)NO)C=C(C)C=1OC[C@@H](O)CNC(=O)CO)C>C(Cl)Cl.C(O)(C(F)(F)F)=O>[CH2:41]([C:26]1[CH:25]=[C:24]([CH:29]=[C:28]([CH3:30])[C:27]=1[O:31][CH2:32][C@@H:33]([OH:40])[CH2:34][NH:35][C:36](=[O:39])[CH2:37][OH:38])[C:23]([OH:43])=[O:22])[CH3:42]. Reported procedure: To a suspension of 4-benzyloxy-3-ethyl-5-methyl-benzoic acid (10.0 g, 37.0 mmol) in toluene, N,N-dimethylformamide-di-tert. butyl acetal (22.6 g, 111 mmol) is added. The mixture is refluxed for 24 h before another portion of N,N-dimethylformamide-di-tert. butyl acetal (22.6 g, 111 mmol) is added. Refluxing is continued for 3 days and a third portion of N,N-dimethylformamide-di-tert. butyl acetal (22.6 g, 111 mmol) is added. After refluxing for additional 4 days, the mixture is diluted with EA (2...